Dataset: the Open Reaction Database (ORD), a public repository of structured organic reaction records. Task: describe an organic reaction: reactants, conditions, products, and yield The reactants are F[B-](F)(F)F, CC(C)C(NC(=O)OC(C)(C)C)C(=O)O, CC(C)CC([NH3+])B1OC2CC3CC(C3(C)C)C2(C)O1, CCN(C(C)C)C(C)C, O=C([O-])C(F)(F)F, CN(C)C=O, CN(C)C(On1nnc2ccccc21)=[N+](C)C. Yields the product CC(C)CC(NC(=O)C(NC(=O)OC(C)(C)C)C(C)C)B1OC2CC3CC(C3(C)C)C2(C)O1. RXN SMILES: [B-:42]([F:43])([F:44])([F:45])[F:46].[C:27](=[O:28])([O:29][C:30]([CH3:31])([CH3:32])[CH3:33])[NH:34][CH:35]([CH:36]([CH3:37])[CH3:38])[C:39](=[O:40])[OH:41].[CH3:8][CH:9]([CH2:10][CH:11]([B:12]1[O:13][C:14]2([CH3:24])[CH:15]3[C:16]([CH3:22])([CH3:23])[CH:17]([CH2:18][CH:19]2[O:20]1)[CH2:21]3)[NH3+:25])[CH3:26].[CH:64]([N:65]([CH2:66][CH3:67])[CH:68]([CH3:69])[CH3:70])([CH3:71])[CH3:72].[F:1][C:2]([F:3])([F:4])[C:5]([O-:6])=[O:7].[O:73]=[CH:74][N:75]([CH3:76])[CH3:77].[n:47]1([O:48][C:49]([N:50]([CH3:51])[CH3:52])=[N+:53]([CH3:54])[CH3:55])[c:56]2[cH:57][cH:58][cH:59][cH:60][c:61]2[n:62][n:63]1>>[CH3:8][CH:9]([CH2:10][CH:11]([B:12]1[O:13][C:14]2([CH3:24])[CH:15]3[C:16]([CH3:22])([CH3:23])[CH:17]([CH2:18][CH:19]2[O:20]1)[CH2:21]3)[NH:25][C:39]([CH:35]([NH:34][C:27](=[O:28])[O:29][C:30]([CH3:31])([CH3:32])[CH3:33])[CH:36]([CH3:37])[CH3:38])=[O:40])[CH3:26]. Reactants: FC(C1=CC=C(OS(=O)(=O)C2=NNC=N2)C=C1)(F)F (3-(4-trifluoromethylphenoxysulfonyl)-1,2,4-triazole), O (water), potassium carbonate anhydride, CN(S(=O)(=O)Cl)C (dimethylsulfamoyl chloride). Run in C(C)#N (acetonitrile). Product: CN(S(=O)(=O)N1N=C(N=C1)S(=O)(=O)OC1=CC=C(C=C1)C(F)(F)F)C (1-dimethylsulfamoyl-3-(4-trifluoromethylphenoxysulfonyl)-1,2,4-triazole). Isolated yield 86.4%. Reaction SMILES: [F:1][C:2]([F:19])([F:18])[C:3]1[CH:17]=[CH:16][C:6]([O:7][S:8]([C:11]2[N:15]=[CH:14][NH:13][N:12]=2)(=[O:10])=[O:9])=[CH:5][CH:4]=1.[CH3:20][N:21]([CH3:26])[S:22](Cl)(=[O:24])=[O:23].O>C(#N)C>[CH3:20][N:21]([CH3:26])[S:22]([N:13]1[CH:14]=[N:15][C:11]([S:8]([O:7][C:6]2[CH:16]=[CH:17][C:3]([C:2]([F:18])([F:1])[F:19])=[CH:4][CH:5]=2)(=[O:10])=[O:9])=[N:12]1)(=[O:24])=[O:23]. Procedure details: 1.0 g of 3-(4-trifluoromethylphenoxysulfonyl)-1,2,4-triazole synthesized by a method similar to that employed to prepare the precursor according to Reference Example 3 was dissolved in 10 ml of acetonitrile. Then, 0.57 g of potassium carbonate anhydride was added, and 0.59 g of dimethylsulfamoyl chloride was gradually added at room temperature while stirring the solution. The solution was then refluxed for one hour, and the reactant solution was poured into water and extracted with ethyl acetate...